This data is from the Open Reaction Database (ORD), a public repository of structured organic reaction records. The task is: describe an organic reaction: reactants, conditions, products, and yield Reactants: COc1cccc(-c2csc(N3CCNCC3)n2)c1, CS(C)=O, CCN(C(C)C)C(C)C, O, O=C(Nc1cccnc1)OCC(Cl)(Cl)Cl. Yields the product COc1cccc(-c2csc(N3CCN(C(=O)Nc4cccnc4)CC3)n2)c1. Reaction SMILES: [CH3:16][O:17][c:18]1[cH:19][c:20](-[c:24]2[n:25][c:26]([N:29]3[CH2:30][CH2:31][NH:32][CH2:33][CH2:34]3)[s:27][cH:28]2)[cH:21][cH:22][cH:23]1.[CH3:45][S:46](=[O:47])[CH3:48].[CH:35]([N:36]([CH:37]([CH3:38])[CH3:39])[CH2:40][CH3:41])([CH3:42])[CH3:43].[OH2:44].[n:1]1[cH:2][c:3]([NH:7][C:8]([O:9][CH2:10][C:11]([Cl:12])([Cl:13])[Cl:14])=[O:15])[cH:4][cH:5][cH:6]1>>[n:1]1[cH:2][c:3]([NH:7][C:8](=[O:15])[N:32]2[CH2:31][CH2:30][N:29]([c:26]3[n:25][c:24](-[c:20]4[cH:19][c:18]([O:17][CH3:16])[cH:23][cH:22][cH:21]4)[cH:28][s:27]3)[CH2:34][CH2:33]2)[cH:4][cH:5][cH:6]1. Starting materials: C(C)N(CCO)CCN1C(C=2C(C1=O)=CC=CC2)=O (N-[2-[N-ethyl-N-(2-hydroxyethyl)amino]ethyl]phthalimide), ClCCl (Dichloromethane), C([O-])([O-])=O.[Na+].[Na+] (sodium carbonate), C(C)N(CC)S(F)(F)F ((diethylamino)sulfur trifluoride). The solvent is C(OC)COC (dimethoxyethane). Run at temperature -50 celsius, time 10 minute. Yields the product C(C)N(CCF)CCN1C(C=2C(C1=O)=CC=CC2)=O (N-[2-[N-ethyl-N-(2-fluoroethyl)amino]ethyl]phthalimide). Isolated yield 50.0%. Reaction SMILES: [CH2:1]([N:3]([CH2:7][CH2:8][N:9]1[C:13](=[O:14])[C:12]2=[CH:15][CH:16]=[CH:17][CH:18]=[C:11]2[C:10]1=[O:19])[CH2:4][CH2:5]O)[CH3:2].C(N(S(F)(F)[F:26])CC)C.ClCCl.C(=O)([O-])[O-].[Na+].[Na+]>C(COC)OC>[CH2:1]([N:3]([CH2:7][CH2:8][N:9]1[C:13](=[O:14])[C:12]2=[CH:15][CH:16]=[CH:17][CH:18]=[C:11]2[C:10]1=[O:19])[CH2:4][CH2:5][F:26])[CH3:2] |f:3.4.5|. Reported procedure: To a solution of compound 3 (100 mg, 0.38 mmol) in dimethoxyethane (DME, 7 mL) was added at −50° C., under argon, (diethylamino)sulfur trifluoride (DAST, 100 μL, 0.76 mmol). The mixture was stirred at −50° C. for 10 min and then at room temperature for 1.5 h. Dichloromethane (5 mL) and a saturated aqueous sodium carbonate solution (5 mL) were then successively added. The organic layer was dried on magnesium sulfate, filtered and evaporated under vacuum. The residue was chromatographed (SiO2, AcO... Starting materials: BrC=1C=CC2=C(CC(O2)(C)C2CCN(CC2)C(=O)OC(C)(C)C)C1 (tert-Butyl 4-(5-bromo-2-methyl-2,3-dihydrobenzofuran-2-yl)piperidine-1-carboxylate), C(=O)(C(F)(F)F)O (TFA), FC1=CC(=CC=2CC(OC21)C2(CCN(CC2)C2=NC=C(C=N2)CCC)O)C=2CCNCC2 (4-(7-Fluoro-5-(1,2,3,6-tetrahydropyridin-4-yl)-2,3-dihydrobenzofuran-2-yl)-1-(5-propylpyrimidin-2-yl)piperidin-4-ol). Product: BrC=1C=CC2=C(CC(O2)(C)C2CCNCC2)C1 (4-(5-Bromo-2-methyl-2,3-dihydrobenzofuran-2-yl)piperidine). As a reaction SMILES: [Br:1][C:2]1[CH:3]=[CH:4][C:5]2[O:9][C:8]([CH:11]3[CH2:16][CH2:15][N:14](C(OC(C)(C)C)=O)[CH2:13][CH2:12]3)([CH3:10])[CH2:7][C:6]=2[CH:24]=1.C(O)(C(F)(F)F)=O.FC1C2OC(C3(O)CCN(C4N=CC(CCC)=CN=4)CC3)CC=2C=C(C2CCNCC=2)C=1>>[Br:1][C:2]1[CH:3]=[CH:4][C:5]2[O:9][C:8]([CH:11]3[CH2:16][CH2:15][NH:14][CH2:13][CH2:12]3)([CH3:10])[CH2:7][C:6]=2[CH:24]=1. Procedure details: Compound 11D was prepared from Compound 11C and TFA in a similar manner to the procedure described for Compound 1J in Example 1. LC/MS (m/z)=296 (M+H)+. Starting materials: FC1=CC=C(C=C1)C1(OCCO1)CCCCl (2-(4-fluorophenyl)-2-(3-chloropropyl)-1,3-dioxolane), Cl.FC=1C=CC2=C(SC=C2C2CCNCC2)C1 (4-(6-fluorobenzo[b]thiophen-3-yl)piperidine hydrochloride), C(C)(C)N(CC)C(C)C (diisopropylethylamine). Solvent: CO (methanol). Product: FC1=CC=C(C=C1)C1(OCCO1)CCCN1CCC(CC1)C=1C2=C(SC1)C=C(C=C2)F (2-(4-fluorophenyl)-2-[3-[4-(6-fluorobenzo[b]thiophen-3-yl)piperidin-1-yl]propyl]-1,3-dioxolane). The yield is 29.0%. As a reaction SMILES: [F:1][C:2]1[CH:7]=[CH:6][C:5]([C:8]2([CH2:13][CH2:14][CH2:15]Cl)[O:12][CH2:11][CH2:10][O:9]2)=[CH:4][CH:3]=1.Cl.[F:18][C:19]1[CH:20]=[CH:21][C:22]2[C:26]([CH:27]3[CH2:32][CH2:31][NH:30][CH2:29][CH2:28]3)=[CH:25][S:24][C:23]=2[CH:33]=1.C(N(C(C)C)CC)(C)C>CO>[F:1][C:2]1[CH:7]=[CH:6][C:5]([C:8]2([CH2:13][CH2:14][CH2:15][N:30]3[CH2:31][CH2:32][CH:27]([C:26]4[C:22]5[CH:21]=[CH:20][C:19]([F:18])=[CH:33][C:23]=5[S:24][CH:25]=4)[CH2:28][CH2:29]3)[O:12][CH2:11][CH2:10][O:9]2)=[CH:4][CH:3]=1 |f:1.2|. Procedure: A mixture of 1.5 g of 2-(4-fluorophenyl)-2-(3-chloropropyl)-1,3-dioxolane, 1.5 g of 4-(6-fluorobenzo[b]thiophen-3-yl)piperidine hydrochloride, 3.3 ml of diisopropylethylamine and 2.5 ml of methanol was stirred with heating under reflux for 25 hours. The reaction mixture was separated with chloroform and a saturated aqueous sodium hydrogencarbonate solution, and the aqueous layer was extracted with chloroform. The combined organic layer was washed with water and a saturated aqueous sodium chlorid... Reactants: C([O-])([O-])=O.[K+].[K+] (potassium carbonate), C(C1=CC=CC=C1)C1=NC(=CC=C1O)CO[Si](C)(C)C(C)(C)C (2-benzyl-6-(tert-butyldimethylsilyl)oxymethyl-3-hydroxypyridine), COCCl (chloromethyl methyl ether), [F-].C(CCC)[N+](CCCC)(CCCC)CCCC (tetra-n-butylammonium fluoride). The solvent is CN(C=O)C (N,N-dimethylformamide), O (water), O (water). Product: C(C1=CC=CC=C1)C1=NC(=CC=C1OCOC)CO (2-Benzyl-6-hydroxymethyl-3-methoxymethyloxypyridine). RXN SMILES: C(=O)([O-])[O-].[K+].[K+].[CH2:7]([C:14]1[C:19]([OH:20])=[CH:18][CH:17]=[C:16]([CH2:21][O:22][Si](C(C)(C)C)(C)C)[N:15]=1)[C:8]1[CH:13]=[CH:12][CH:11]=[CH:10][CH:9]=1.[CH3:30][O:31][CH2:32]Cl.[F-].C([N+](CCCC)(CCCC)CCCC)CCC>O.CN(C)C=O>[CH2:7]([C:14]1[C:19]([O:20][CH2:30][O:31][CH3:32])=[CH:18][CH:17]=[C:16]([CH2:21][OH:22])[N:15]=1)[C:8]1[CH:9]=[CH:10][CH:11]=[CH:12][CH:13]=1 |f:0.1.2,5.6|. Procedure details: 63 g of potassium carbonate and 300 ml of N,N-dimethylformamide were added to 100 g of 2-benzyl-6-(tert-butyldimethylsilyl)oxymethyl-3-hydroxypyridine and 23 ml of chloromethyl methyl ether was added dropwise into the mixture at room temperature under stirring using a mechanical stirrer. After heating under stirring at 50° C. for 2 hours in an oil bath, water was added thereto and the mixture was extracted with ethyl acetate. Further, the organic phase was washed with water and brine, dried over... The reactants are CO, NC1N=C(Cl)N=C(F)N1OC(F)F. The product is COC1=NC(Cl)=NC(N)N1OC(F)F. Reaction SMILES: [CH3:14][OH:15].[NH2:1][CH:2]1[N:3]([O:10][CH:11]([F:12])[F:13])[C:4]([F:9])=[N:5][C:6]([Cl:8])=[N:7]1>>[NH2:1][CH:2]1[N:3]([O:10][CH:11]([F:12])[F:13])[C:4]([O:15][CH3:14])=[N:5][C:6]([Cl:8])=[N:7]1. Reactants: CS(=O)C1=NN2C(C=N1)=CC=C2C2=C(C=CC=C2)OC (2-Methanesulfinyl-7-(2-methoxy-phenyl)-pyrrolo[2,1-f][1,2,4]triazine), C(C)(C)N(C(C)C)CC (N,N-Diisopropylethylamine), N1(CCOCC1)C1CN(CCC1)C1=CC=C(C=C1)N (4-(3-Morpholin-4-yl-piperidin-1-yl)-phenylamine), COCC(C)O (1-Methoxy-2-propanol). Product: COC1=C(C=CC=C1)C1=CC=C2C=NC(=NN21)NC2=CC=C(C=C2)N2CC(CCC2)N2CCOCC2 ([7-(2-Methoxy-phenyl)-pyrrolo[2,1-f][1,2,4]triazin-2-yl]-[4-(3-morpholin-4-yl-piperidin-1-yl)-phenyl]-amine). The yield is 36.3%. RXN SMILES: CS([C:4]1[N:9]=[CH:8][C:7]2=[CH:10][CH:11]=[C:12]([C:13]3[CH:18]=[CH:17][CH:16]=[CH:15][C:14]=3[O:19][CH3:20])[N:6]2[N:5]=1)=O.C(N(CC)C(C)C)(C)C.[N:30]1([CH:36]2[CH2:41][CH2:40][CH2:39][N:38]([C:42]3[CH:47]=[CH:46][C:45]([NH2:48])=[CH:44][CH:43]=3)[CH2:37]2)[CH2:35][CH2:34][O:33][CH2:32][CH2:31]1.COCC(O)C>>[CH3:20][O:19][C:14]1[CH:15]=[CH:16][CH:17]=[CH:18][C:13]=1[C:12]1[N:6]2[C:7]([CH:8]=[N:9][C:4]([NH:48][C:45]3[CH:46]=[CH:47][C:42]([N:38]4[CH2:39][CH2:40][CH2:41][CH:36]([N:30]5[CH2:31][CH2:32][O:33][CH2:34][CH2:35]5)[CH2:37]4)=[CH:43][CH:44]=3)=[N:5]2)=[CH:10][CH:11]=1. Procedure: 2-Methanesulfinyl-7-(2-methoxy-phenyl)-pyrrolo[2,1-f][1,2,4]triazine (100.0 mg, 0.0003480 mol), N,N-Diisopropylethylamine (0.0909 mL, 0.000522 mol) and 4-(3-Morpholin-4-yl-piperidin-1-yl)-phenylamine (0.182 g, 0.000696 mol) were dissolved in 1-Methoxy-2-propanol (0.99 mL, 0.010 mol) and the reaction was irradiated at 300 watts, 180° C. for 40 minutes or until HPLC showed consumption of starting material. The reaction mixture was then reduced en vacuo and the product was isolated and purified by ...